The task is: describe an organic reaction: reactants, conditions, products, and yield. This data is from the Open Reaction Database (ORD), a public repository of structured organic reaction records. The reactants are COC=1C=C2[C@@H]([C@@H](COC2=CC1)C1=CC=CC=C1)C1=CC=C(C=C1)OCCN1CCCC1 ((±)-cis-6-methoxy-3-phenyl-4-(4-(2-pyrrolidinoethoxy)phenyl)chromane), Cl.N1=CC=CC=C1 (pyridine hydrochloride). Run in CO (methanol), O (water), ClCCl (dichloromethane). Reaction conditions: temperature 135 celsius, time 18 hour. The product is OC=1C=C2[C@@H]([C@@H](COC2=CC1)C1=CC=CC=C1)C1=CC=C(C=C1)OCCN1CCCC1 ((±)-cis-6-Hydroxy-3-phenyl-4-(4-(2-pyrrolidinoethoxy)phenyl)chromane), hydrochloride salt. As a reaction SMILES: C[O:2][C:3]1[CH:4]=[C:5]2[C:10](=[CH:11][CH:12]=1)[O:9][CH2:8][C@@H:7]([C:13]1[CH:18]=[CH:17][CH:16]=[CH:15][CH:14]=1)[C@H:6]2[C:19]1[CH:24]=[CH:23][C:22]([O:25][CH2:26][CH2:27][N:28]2[CH2:32][CH2:31][CH2:30][CH2:29]2)=[CH:21][CH:20]=1.Cl.N1C=CC=CC=1>CO.O.ClCCl>[OH:2][C:3]1[CH:4]=[C:5]2[C:10](=[CH:11][CH:12]=1)[O:9][CH2:8][C@@H:7]([C:13]1[CH:14]=[CH:15][CH:16]=[CH:17][CH:18]=1)[C@H:6]2[C:19]1[CH:24]=[CH:23][C:22]([O:25][CH2:26][CH2:27][N:28]2[CH2:29][CH2:30][CH2:31][CH2:32]2)=[CH:21][CH:20]=1 |f:1.2|. Reported procedure: A mixture of (±)-cis-6-methoxy-3-phenyl-4-(4-(2-pyrrolidinoethoxy)phenyl)chromane (0.34 g, 0.79 mmol) and pyridine hydrochloride (0.91 g, 7.9 mmol) was stirred at 135° C. for 18 h, cooled to room temperature and the resulting dark solid dissolved in a mixture of methanol (10 ml), water (50 ml) and dichloromethane (50 ml). The aqueous layer was separated and further extracted with 4:1 dichloromethane /methanol (50 ml). The organic layers were combined, washed with brine, dried over magnesium sulf... Starting materials: CC(C)(C)OC(=O)N1CC2CC2C1CN, Cc1nc2sccn2c1C(=O)O. Yields the product Cc1nc2sccn2c1C(=O)NCC1C2CC2CN1C(=O)OC(C)(C)C. Reaction SMILES: [C:1]([CH3:2])([CH3:3])([CH3:4])[O:5][C:6](=[O:7])[N:8]1[CH:9]([CH2:14][NH2:15])[CH:10]2[CH2:11][CH:12]2[CH2:13]1.[CH3:16][c:17]1[n:18][c:19]2[s:20][cH:21][cH:22][n:23]2[c:24]1[C:25](=[O:26])[OH:27]>>[C:1]([CH3:2])([CH3:3])([CH3:4])[O:5][C:6](=[O:7])[N:8]1[CH:9]([CH2:14][NH:15][C:25]([c:24]2[c:17]([CH3:16])[n:18][c:19]3[s:20][cH:21][cH:22][n:23]32)=[O:26])[CH:10]2[CH2:11][CH:12]2[CH2:13]1. Starting materials: CC(C)OCCN(C(=O)CCl)c1ccc(C(=O)Cl)cc1, Fc1ccc(CCN2CCNCC2)cc1. Product: CC(C)OCCN(C(=O)CCl)c1ccc(C(=O)N2CCN(CCc3ccc(F)cc3)CC2)cc1. Reaction SMILES: [CH:1]([CH3:2])([CH3:3])[O:4][CH2:5][CH2:6][N:7]([C:8]([CH2:9][Cl:10])=[O:11])[c:12]1[cH:13][cH:14][c:15]([C:16](=[O:17])[Cl:18])[cH:19][cH:20]1.[F:21][c:22]1[cH:23][cH:24][c:25]([CH2:28][CH2:29][N:30]2[CH2:31][CH2:32][NH:33][CH2:34][CH2:35]2)[cH:26][cH:27]1>>[CH:1]([CH3:2])([CH3:3])[O:4][CH2:5][CH2:6][N:7]([C:8]([CH2:9][Cl:10])=[O:11])[c:12]1[cH:13][cH:14][c:15]([C:16](=[O:17])[N:33]2[CH2:32][CH2:31][N:30]([CH2:29][CH2:28][c:25]3[cH:24][cH:23][c:22]([F:21])[cH:27][cH:26]3)[CH2:35][CH2:34]2)[cH:19][cH:20]1.